Dataset: the Open Reaction Database (ORD), a public repository of structured organic reaction records. Task: describe an organic reaction: reactants, conditions, products, and yield Starting materials: [OH-].[Na+] (NaOH), C(C)OC(CNC1=C(C=CC(=C1)C1=NOC(=N1)C=1SC=CC1Cl)Cl)=O ((2-chloro-5-[5-(3-chlorothiophene-2-yl)-[1,2,4]oxadiazol-3-yl]-phenylamino)-acetic acid ethyl ester), C=O (paraformaldehyde), C(#N)[BH3-].[Na+] (sodium cyanoborohydride). The solvent is C(C)(=O)O (acetic acid). Run at time 8 hour. Yields the product C(C)OC(CN(C)C1=C(C=CC(=C1)C1=NOC(=N1)C=1SC=CC1Cl)Cl)=O (({2-Chloro-5-[5-(3-chlorothiophen-2-yl)-[1,2,4]oxadiazol-3-yl]-phenyl}-methylamino)-acetic acid ethyl ester). Isolated yield 97.2%. Reaction SMILES: [CH2:1]([O:3][C:4](=[O:25])[CH2:5][NH:6][C:7]1[CH:12]=[C:11]([C:13]2[N:17]=[C:16]([C:18]3[S:19][CH:20]=[CH:21][C:22]=3[Cl:23])[O:15][N:14]=2)[CH:10]=[CH:9][C:8]=1[Cl:24])[CH3:2].C=O.[C:28]([BH3-])#N.[Na+].[OH-].[Na+]>C(O)(=O)C>[CH2:1]([O:3][C:4](=[O:25])[CH2:5][N:6]([C:7]1[CH:12]=[C:11]([C:13]2[N:17]=[C:16]([C:18]3[S:19][CH:20]=[CH:21][C:22]=3[Cl:23])[O:15][N:14]=2)[CH:10]=[CH:9][C:8]=1[Cl:24])[CH3:28])[CH3:2] |f:2.3,4.5|. Procedure details: To a yellow mixture of (2-chloro-5-[5-(3-chlorothiophene-2-yl)-[1,2,4]oxadiazol-3-yl]-phenylamino)-acetic acid ethyl ester (0.360 g, 0.903 mmol), paraformaldehyde (0.271 g, 9.03 mmol) and glacial acetic acid (4.5 mL) was added sodium cyanoborohydride (0.284 g, 4.51 mmol) in small portions over 5 min. The yellow mixture became a white suspension and was stirred overnight at room temperature. The white suspension was added to a 25% NaOH(aq) solution at 0° C. The aqueous layer was extracted with di... Reactants: B, CC(=O)O, CO, NC1CS(=O)(=O)CC1C(=O)N1CCCC(Cc2ccc(F)cc2)C1, C1CCOC1, C1CCOC1. Yields the product NC1CS(=O)(=O)CC1CN1CCCC(Cc2ccc(F)cc2)C1. Reaction SMILES: [BH3:30].[CH3:36][C:37](=[O:38])[OH:39].[CH3:40][OH:41].[NH2:1][CH:2]1[CH:3]([C:9](=[O:10])[N:11]2[CH2:12][CH:13]([CH2:17][c:18]3[cH:19][cH:20][c:21]([F:24])[cH:22][cH:23]3)[CH2:14][CH2:15][CH2:16]2)[CH2:4][S:5](=[O:7])(=[O:8])[CH2:6]1.[O:25]1[CH2:26][CH2:27][CH2:28][CH2:29]1.[O:31]1[CH2:32][CH2:33][CH2:34][CH2:35]1>>[NH2:1][CH:2]1[CH:3]([CH2:9][N:11]2[CH2:12][CH:13]([CH2:17][c:18]3[cH:19][cH:20][c:21]([F:24])[cH:22][cH:23]3)[CH2:14][CH2:15][CH2:16]2)[CH2:4][S:5](=[O:7])(=[O:8])[CH2:6]1. Reactants: NC=1C(=NC(=C(N1)N)Cl)C(=O)OC (methyl 3,5-diamino-6-chloropyrazine-2-carboxylate), CO (methanol), [OH-].[Na+] (NaOH), Cl (hydrochloric acid). Solvent: O (Water). The product is NC=1C(=NC(=C(N1)N)Cl)C(=O)O (3,5-Diamino-6-chloropyrazine-2-carboxylic acid). Reaction SMILES: [NH2:1][C:2]1[C:3]([C:10]([O:12]C)=[O:11])=[N:4][C:5]([Cl:9])=[C:6]([NH2:8])[N:7]=1.CO.[OH-].[Na+].Cl>O>[NH2:1][C:2]1[C:3]([C:10]([OH:12])=[O:11])=[N:4][C:5]([Cl:9])=[C:6]([NH2:8])[N:7]=1 |f:2.3|. Procedure: A mixture of methyl 3,5-diamino-6-chloropyrazine-2-carboxylate (100 g; 494 mmol), methanol (1 l) and NaOH (6 mol/l in water; 240 mL; 1.44 mol) is refluxed for 3 h. The mixture is allowed to cool to r.t. and then neutralized by addition of hydrochloric acid (6 mol/l in water; approx. 240 mL). Water (200 mL) is added. The precipitate formed is filtered off with suction, washed with water and dried at 60° C.